This data is from the Open Reaction Database (ORD), a public repository of structured organic reaction records. The task is: describe an organic reaction: reactants, conditions, products, and yield Starting materials: Cl (hydrochloric acid), C([C@@H]1[C@H]([C@@H]([C@H]([C@H](O1)O[C@]2([C@H]([C@@H]([C@H](O2)CO)O)O)CO)O)O)O)O (sucrose), NC(=O)N (urea), OP(=O)(O)[O-].[K+] (KH2PO4), [O-]S(=O)(=O)[O-].[Mg+2] (MgSO4), CC1=C(SC=[N+]1CC=2C=NC(=NC2N)C)CCO.Cl.[Cl-] (thiamine hydrochloride), OC(=O)CCCC[C@@H]1SC[C@@H]2NC(=O)N[C@H]12 (biotin). The reagents and catalysts are [Fe] (Fe). Solvent: O (H2O). Product: N[C@@H](CC(O)=O)C(=O)O (Asp), BP-2178. As a reaction SMILES: C(O)[C@H]1O[C@H]([O:8][C@:9]2([CH2:18]O)[O:13][C@H](CO)[C@@H](O)[C@@H]2O)[C@H](O)[C@@H](O)[C@@H]1O.N[C:25]([NH2:27])=O.OP([O-])(O)=O.[K+].[O-]S([O-])(=O)=O.[Mg+2].[OH:40][C:41](CCCC[C@H]1[C@@H]2[C@@H](NC(N2)=O)CS1)=[O:42].CC1[N+](CC2C=NC(C)=NC=2N)=CSC=1CCO.Cl.[Cl-].Cl>[Fe].O>[NH2:27][C@H:25]([C:41]([OH:42])=[O:40])[CH2:18][C:9](=[O:8])[OH:13] |f:2.3,4.5,7.8.9|. Procedure details: An aqueous solution medium containing 13 g/dl of sucrose, 0.5 g/dl of urea, 0.1 g/dl of KH2PO4, 0.04 g/dl of MgSO4.7 H2O, 2 ppm each of Fe and Mn ions, 5 μg/l of biotin, 200 μg/l of thiamine hydrochloride and 0.3 ml/dl of soybean protein hydrochloric acid hydrolysate "AJI-EKI" (total nitrogen of 7%), adjusted to pH 7.2 was prepared and 20 ml of the medium was separately charged into a shake flask of 500 ml volume. After sterilization, Asp-producing bacteria, Brevibacterium flavum (FERM BP-2178) ... The reactants are CCO, CCOC(=O)C=Cc1ccc(CC(NC=O)c2cccnc2)cc1, C1CCOC1, O, O=S(=O)(O)O. The product is CCOC(=O)C=Cc1ccc(CC(N)c2cccnc2)cc1. RXN SMILES: [CH3:30][CH2:31][OH:32].[CH:1](=[O:2])[NH:3][CH:4]([CH2:5][c:6]1[cH:7][cH:8][c:9]([CH:10]=[CH:11][C:12](=[O:13])[O:14][CH2:15][CH3:16])[cH:17][cH:18]1)[c:19]1[cH:20][n:21][cH:22][cH:23][cH:24]1.[O:33]1[CH2:34][CH2:35][CH2:36][CH2:37]1.[OH2:38].[S:25](=[O:26])(=[O:27])([OH:28])[OH:29]>>[NH2:3][CH:4]([CH2:5][c:6]1[cH:7][cH:8][c:9]([CH:10]=[CH:11][C:12](=[O:13])[O:14][CH2:15][CH3:16])[cH:17][cH:18]1)[c:19]1[cH:20][n:21][cH:22][cH:23][cH:24]1. The reactants are CCOC(OCC)c1ccc(C=C(C#N)c2ccc(OC)c(OC)c2)cc1, CO, O, O=S(=O)(O)O. Product: COc1ccc(C(C#N)=Cc2ccc(C=O)cc2)cc1OC. As a reaction SMILES: [CH2:1]([O:3][CH:4]([O:2][CH2:25][CH3:26])[c:5]1[cH:6][cH:7][c:8]([CH:11]=[C:12]([C:13]#[N:14])[c:15]2[cH:16][c:17]([O:23][CH3:24])[c:18]([O:21][CH3:22])[cH:19][cH:20]2)[cH:9][cH:10]1)[CH3:27].[CH3:34][OH:35].[OH2:28].[S:29](=[O:30])(=[O:31])([OH:32])[OH:33]>>[O:3]=[CH:4][c:5]1[cH:6][cH:7][c:8]([CH:11]=[C:12]([C:13]#[N:14])[c:15]2[cH:16][c:17]([O:23][CH3:24])[c:18]([O:21][CH3:22])[cH:19][cH:20]2)[cH:9][cH:10]1. Starting materials: C1CCCC2=CC=CC=C12 (tetralin), C(#N)C(C(=O)NC(=O)OCC)=CNNC1=C(C=C(C=C1Cl)Cl)Cl (α-cyano-β-(2,4,6-trichlorophenylhydrazino)-N-ethoxycarbonylacrylamide). Product: ClC1=C(NN2C(NC(C(=C2)C#N)=O)=O)C(=CC(=C1)Cl)Cl (1-(2,4,6-trichloroanilino)-5-cyano-2,4-pyrimidinedione). RXN SMILES: C1C2C(=CC=CC=2)CCC1.[C:11]([C:13](=[CH:22][NH:23][NH:24][C:25]1[C:30]([Cl:31])=[CH:29][C:28]([Cl:32])=[CH:27][C:26]=1[Cl:33])[C:14]([NH:16][C:17](OCC)=[O:18])=[O:15])#[N:12]>>[Cl:33][C:26]1[CH:27]=[C:28]([Cl:32])[CH:29]=[C:30]([Cl:31])[C:25]=1[NH:24][N:23]1[CH:22]=[C:13]([C:11]#[N:12])[C:14](=[O:15])[NH:16][C:17]1=[O:18]. Procedure: To 7 ml of tetralin is added 1.5 g of α-cyano-β-(2,4,6-trichlorophenylhydrazino)-N-ethoxycarbonylacrylamide, and this mixture is heated to 180°-200° under nitrogen for 30 minutes. After cooling, the resulting solid is filtered, washed with pentane, slurried with acetone/hexane and again filtered to give 1-(2,4,6-trichloroanilino)-5-cyano-2,4-pyrimidinedione, m.p.>320°. Starting materials: COC1=CC=C2[C@@H]([C@@H](COC2=C1)C1=CC=CC=C1)C1=CC=C(C=C1)OS(=O)(=O)C ((+,-) cis Methanesulfonic acid 4-(7-methoxy-3-phenyl-chroman-4-yl)-phenyl ester), B(Br)(Br)Br (boron tribromide). The solvent is C(Cl)Cl (methylene chloride), C(Cl)Cl (methylene chloride). Run at temperature -78 celsius. Yields the product OC1=CC=C2[C@@H]([C@@H](COC2=C1)C1=CC=CC=C1)C1=CC=C(C=C1)OS(=O)(=O)C ((+,-) cis Methanesulfonic acid 4-(7-hydroxy-3-phenyl-chroman-4-yl)-phenyl ester). RXN SMILES: C[O:2][C:3]1[CH:12]=[C:11]2[C:6]([C@H:7]([C:19]3[CH:24]=[CH:23][C:22]([O:25][S:26]([CH3:29])(=[O:28])=[O:27])=[CH:21][CH:20]=3)[C@H:8]([C:13]3[CH:18]=[CH:17][CH:16]=[CH:15][CH:14]=3)[CH2:9][O:10]2)=[CH:5][CH:4]=1.B(Br)(Br)Br>C(Cl)Cl>[OH:2][C:3]1[CH:12]=[C:11]2[C:6]([C@H:7]([C:19]3[CH:24]=[CH:23][C:22]([O:25][S:26]([CH3:29])(=[O:28])=[O:27])=[CH:21][CH:20]=3)[C@H:8]([C:13]3[CH:14]=[CH:15][CH:16]=[CH:17][CH:18]=3)[CH2:9][O:10]2)=[CH:5][CH:4]=1. Procedure details: In dry glassware and under a nitrogen atmosphere, (+,-) cis Methanesulfonic acid 4-(7-methoxy-3-phenyl-chroman-4-yl)-phenyl ester (5.0 g, 12.2 mmol) was dissolved in dry methylene chloride (150 ml), and cooled to -78° C. A solution of 1M boron tribromide in methylene chloride was added dropwise with stirring at such a rate that the temperature did not exceed -70° C. The reaction mixture was stirred at -78° C. for 60 min, and for 60 min. after the cooling was removed. A 5% sodium bicarbonate solu... Reactants: BrC=1C=C(NC1C)C(=O)NC1CCN(CC1)C1=CC(=NC(=N1)Cl)C(=O)O (6-(4-{[(4-Bromo-5-methyl-1H-pyrrol-2-yl)carbonyl]amino}piperidin-1-yl)-2-chloropyrimidine-4-carboxylic acid), Cl.O(C)N (methoxylamine hydrochloride). Yields the product BrC=1C=C(NC1C)C(=O)NC1CCN(CC1)C1=CC(=NC(=N1)Cl)C(=O)NOC (6-(4-{[(4-Bromo-5-methyl-1H-pyrrol-2-yl)carbonyl]amino}piperidin-1-yl)-2-chloro-N-methoxypyrimidine-4-carboxamide). RXN SMILES: [Br:1][C:2]1[CH:3]=[C:4]([C:8]([NH:10][CH:11]2[CH2:16][CH2:15][N:14]([C:17]3[N:22]=[C:21]([Cl:23])[N:20]=[C:19]([C:24]([OH:26])=O)[CH:18]=3)[CH2:13][CH2:12]2)=[O:9])[NH:5][C:6]=1[CH3:7].Cl.[O:28]([NH2:30])[CH3:29]>>[Br:1][C:2]1[CH:3]=[C:4]([C:8]([NH:10][CH:11]2[CH2:16][CH2:15][N:14]([C:17]3[N:22]=[C:21]([Cl:23])[N:20]=[C:19]([C:24]([NH:30][O:28][CH3:29])=[O:26])[CH:18]=3)[CH2:13][CH2:12]2)=[O:9])[NH:5][C:6]=1[CH3:7] |f:1.2|. Procedure details: Title compound was synthesized by an analogous method to Example 8 by coupling 6-(4-{[(4-bromo-5-methyl-1H-pyrrol-2-yl)carbonyl]amino}piperidin-1-yl)-2-chloropyrimidine-4-carboxylic acid (Example 31) with methoxylamine hydrochloride (commercially available). Starting materials: FC1=CC=C(C=C1)C=1OC(=C(N1)CO[C@H]1C[C@H](CCC1)CC=O)C ([cis-3-[2-(4-fluorophenyl)-5-methyloxazol-4-ylmethoxy]cyclohexyl]acetaldehyde), O1CCCC1 (tetrahydrofuran), C1C(=O)NC(=O)S1 (thiazolidinedione), O1CCCC1 (tetrahydrofuran), solution, C(CCC)[Li] (n-butyllithium), Cl (hydrochloric acid). Run in CCCCCC (n-hexane). Conditions: temperature -78 celsius, time 30 minute. The product is FC1=CC=C(C=C1)C=1OC(=C(N1)CO[C@H]1C[C@H](CCC1)OCC=C1C(NC(S1)=O)=O)C (5-(2-{cis-3-[2-(4-Fluorophenyl)-5-methyloxazol-4-ylmethoxy]cyclohexyloxy}-ethylidene)thiazolidine-2,4-dione). Reaction SMILES: [CH2:1]1[S:7][C:5](=[O:6])[NH:4][C:2]1=[O:3].C([Li])CCC.[F:13][C:14]1[CH:19]=[CH:18][C:17]([C:20]2[O:21][C:22]([CH3:36])=[C:23]([CH2:25][O:26][C@@H:27]3[CH2:32][CH2:31][CH2:30][C@H:29](CC=O)[CH2:28]3)[N:24]=2)=[CH:16][CH:15]=1.Cl.[O:38]1CC[CH2:40][CH2:39]1>CCCCCC>[F:13][C:14]1[CH:15]=[CH:16][C:17]([C:20]2[O:21][C:22]([CH3:36])=[C:23]([CH2:25][O:26][C@@H:27]3[CH2:32][CH2:31][CH2:30][C@H:29]([O:38][CH2:39][CH:40]=[C:1]4[S:7][C:5](=[O:6])[NH:4][C:2]4=[O:3])[CH2:28]3)[N:24]=2)=[CH:18][CH:19]=1. Procedure: 66 mg of thiazolidinedione are dissolved in 10 ml of tetrahydrofuran and, at −78° C., 0.11 ml of a 2.7 M solution of n-butyllithium in n-hexane is added. The mixture is stirred at −78° C. for 30 minutes, and 150 mg of [cis-3-[2-(4-fluorophenyl)-5-methyloxazol-4-ylmethoxy]cyclohexyl]acetaldehyde, dissolved in 5 ml of tetrahydrofuran, are then added. After 30 minutes of stirring at −78° C., the mixture is allowed to warm to room temperature. 5 ml of 1N hydrochloric acid are added, and the mixture ... Reactants: C(C(C(F)(F)F)(O)O)C(C(F)(F)F)(O)O (1,1,1,5,5,5-hexafluoroacetylacetone dihydrate), S(O)(O)(=O)=O (sulfuric acid). Run at time 4 hour. Yields the product C(C(=O)C(F)(F)F)C(=O)C(F)(F)F (1,1,1,5,5,5-hexafluoroacetylacetone). Yield: 90.5%. Reaction SMILES: [CH2:1]([C:9](O)([OH:14])[C:10]([F:13])([F:12])[F:11])[C:2](O)([OH:7])[C:3]([F:6])([F:5])[F:4].S(=O)(=O)(O)O>>[CH2:1]([C:2]([C:3]([F:4])([F:5])[F:6])=[O:7])[C:9]([C:10]([F:11])([F:13])[F:12])=[O:14]. Procedure details: A 100-ml eggplant-type flask was charged with 16.2 g of the obtained 1,1,1,5,5,5-hexafluoroacetylacetone dihydrate and 33.0 g of 98% sulfuric acid. Then, the flask was stopped, and the mixture was stirred for 4 hr at room temperature with a magnetic mixer, followed by standing still for 1 hr to have two layers separated from each other. Then, 12.5 g of 1,1,1,5,5,5-hexafluoroacetylacetone were obtained from the organic layer. This product was found by a gas chromatography (detector: FED, column: ... The reactants are CCCc1ccccn1, CC(=O)O, [Na+], [OH-], OO. Product: CCCc1cccc[n+]1[O-]. As a reaction SMILES: [CH2:1]([CH2:2][CH3:3])[c:4]1[n:5][cH:6][cH:7][cH:8][cH:9]1.[CH3:14][C:15](=[O:16])[OH:17].[Na+:13].[OH-:12].[OH:10][OH:11]>>[CH2:1]([CH2:2][CH3:3])[c:4]1[n+:5]([O-:10])[cH:6][cH:7][cH:8][cH:9]1.